Task: describe an organic reaction: reactants, conditions, products, and yield. Dataset: the Open Reaction Database (ORD), a public repository of structured organic reaction records Isolated yield 63.8%. Yields the product C(C)OC(CN1CC(C=CC1)C(C1=CC=CC=C1)C1=CC=CC=C1)=O (3-diphenylmethyl-1,2,3,6-tetrahydropyridin-1-yl acetic acid ethyl ester). Reactants: ice, [Br-].C(C)OC(=O)C[N+]1=CC(=CC=C1)C(C1=CC=CC=C1)C1=CC=CC=C1 (1-ethoxycarbonylmethyl-3-diphenylmethylpyridinium bromide), [BH4-].[Na+] (sodium borohydride). Reaction SMILES: [Br-].[CH2:2]([O:4][C:5]([CH2:7][N+:8]1[CH:13]=[CH:12][CH:11]=[C:10]([CH:14]([C:21]2[CH:26]=[CH:25][CH:24]=[CH:23][CH:22]=2)[C:15]2[CH:20]=[CH:19][CH:18]=[CH:17][CH:16]=2)[CH:9]=1)=[O:6])[CH3:3].[BH4-].[Na+]>>[CH2:2]([O:4][C:5](=[O:6])[CH2:7][N:8]1[CH2:13][CH:12]=[CH:11][CH:10]([CH:14]([C:21]2[CH:26]=[CH:25][CH:24]=[CH:23][CH:22]=2)[C:15]2[CH:20]=[CH:19][CH:18]=[CH:17][CH:16]=2)[CH2:9]1)[CH3:3] |f:0.1,2.3|. Conditions: time 1 hour. Procedure details: To an ice cooled solution of 0.206 g (0.5 mmol) 1-ethoxycarbonylmethyl-3-diphenylmethylpyridinium bromide (from step 1) was added 0.034 g (0.92 mmol) sodium borohydride in small portions with stirring over one hour. The solvent was evaporated, the residue dissolved in diethyl ether, washed with water and dried with magnesium sulphate. After evaporation of the solvent, the residue was chromatographed on silica gel column with 30% ethyl acetate in hexanes to give 0.107 g (64%) 3-diphenylmethyl-1,2... RXN SMILES: [CH3:1][N:2]([CH3:3])[CH:4]=[O:5].[F:6][c:7]1[cH:8][cH:9][c:10]([C:13]#[N:14])[cH:11][cH:12]1.[H-:20].[Na+:21].[OH2:22].[nH:15]1[cH:16][n:17][cH:18][cH:19]1>>[c:7]1(-[n:15]2[cH:16][n:17][cH:18][cH:19]2)[cH:8][cH:9][c:10]([C:13]#[N:14])[cH:11][cH:12]1. Yields the product N#Cc1ccc(-n2ccnc2)cc1. The reactants are CN(C)C=O, N#Cc1ccc(F)cc1, [H-], [Na+], O, c1c[nH]cn1. The reactants are [N+](=O)([O-])C1=C(C=C(C=C1)N1CC2(CCCN2C(=O)OC(C)(C)C)CC1)OC(C)C (2-methylpropan-2-yl 7-[4-nitro-3-(propan-2-yloxy)phenyl]-1,7-diazaspiro[4.4]nonane-1-carboxylate), O.NN (hydrazine hydrate). The reagents and catalysts are [Pd] (palladium-on-carbon). Run in C(C)O (ethanol). Product: NC1=C(C=C(C=C1)N1CC2(CCCN2C(=O)OC(C)(C)C)CC1)OC(C)C (2-methylpropan-2-yl 7-[4-amino-3-(propan-2-yloxy)phenyl]-1,7-diazaspiro[4.4]nonane-1-carboxylate). The yield is 98.5%. Reaction SMILES: [N+:1]([C:4]1[CH:9]=[CH:8][C:7]([N:10]2[CH2:25][CH2:24][C:12]3([N:16]([C:17]([O:19][C:20]([CH3:23])([CH3:22])[CH3:21])=[O:18])[CH2:15][CH2:14][CH2:13]3)[CH2:11]2)=[CH:6][C:5]=1[O:26][CH:27]([CH3:29])[CH3:28])([O-])=O.O.NN>C(O)C.[Pd]>[NH2:1][C:4]1[CH:9]=[CH:8][C:7]([N:10]2[CH2:25][CH2:24][C:12]3([N:16]([C:17]([O:19][C:20]([CH3:21])([CH3:22])[CH3:23])=[O:18])[CH2:15][CH2:14][CH2:13]3)[CH2:11]2)=[CH:6][C:5]=1[O:26][CH:27]([CH3:29])[CH3:28] |f:1.2|. Procedure: A mixture of 400 mg of 2-methylpropan-2-yl 7-[4-nitro-3-(propan-2-yloxy)phenyl]-1,7-diazaspiro[4.4]nonane-1-carboxylate, 592 mg of hydrazine hydrate and 52.5 mg of 10% palladium-on-carbon in 10 ml of ethanol is refluxed for 1 h. The mixture is filtered and the filtrate is concentrated under reduced pressure, so as to obtain 365 mg of 2-methylpropan-2-yl 7-[4-amino-3-(propan-2-yloxy)phenyl]-1,7-diazaspiro[4.4]nonane-1-carboxylate in the form of a mauve gum.